This data is from the Open Reaction Database (ORD), a public repository of structured organic reaction records. The task is: describe an organic reaction: reactants, conditions, products, and yield Starting materials: [Br-], Cc1ccccc1, CCCC[N+](CCCC)(CCCC)CCCC, CC(O)(CCO)CC1CCCCC1, [Na+], [OH-], Cc1ccc(S(=O)(=O)Cl)cc1, Sc1nnnn1-c1ccccc1. Product: CC(O)(CCSc1nnnn1-c1ccccc1)CC1CCCCC1. RXN SMILES: [Br-:46].[CH3:39][c:40]1[cH:41][cH:42][cH:43][cH:44][cH:45]1.[CH3:47][CH2:48][CH2:49][CH2:50][N+:51]([CH2:52][CH2:53][CH2:54][CH3:55])([CH2:56][CH2:57][CH2:58][CH3:59])[CH2:60][CH2:61][CH2:62][CH3:63].[CH:1]1([CH2:7][C:8]([CH2:9][CH2:10][OH:11])([OH:12])[CH3:13])[CH2:2][CH2:3][CH2:4][CH2:5][CH2:6]1.[Na+:15].[OH-:14].[S:16]([Cl:17])([c:18]1[cH:19][cH:20][c:21]([CH3:22])[cH:23][cH:24]1)(=[O:25])=[O:26].[c:27]1(-[n:33]2[n:34][n:35][n:36][c:37]2[SH:38])[cH:28][cH:29][cH:30][cH:31][cH:32]1>>[CH:1]1([CH2:7][C:8]([CH2:9][CH2:10][S:38][c:37]2[n:33](-[c:27]3[cH:28][cH:29][cH:30][cH:31][cH:32]3)[n:34][n:35][n:36]2)([OH:12])[CH3:13])[CH2:2][CH2:3][CH2:4][CH2:5][CH2:6]1.